Dataset: the Open Reaction Database (ORD), a public repository of structured organic reaction records. Task: describe an organic reaction: reactants, conditions, products, and yield Reactants: C1(=CC=CC=C1)NN (Phenylhydrazine), C(C)N1C2=CC=CC=C2C=2C=C(C=CC12)C=O (9-ethyl-3-carbazolecarboxaldehyde). Solvent: C(C)(C)O (isopropanol). Product: C1(=CC=CC=C1)NN=CC=1C=CC=2N(C3=CC=CC=C3C2C1)CC (9-ethyl-3-carbazolecarbaldehyde phenylhydrazone). As a reaction SMILES: [C:1]1([NH:7][NH2:8])[CH:6]=[CH:5][CH:4]=[CH:3][CH:2]=1.[CH2:9]([N:11]1[C:23]2[CH:22]=[CH:21][C:20]([CH:24]=O)=[CH:19][C:18]=2[C:17]2[C:12]1=[CH:13][CH:14]=[CH:15][CH:16]=2)[CH3:10]>C(O)(C)C>[C:1]1([NH:7][N:8]=[CH:24][C:20]2[CH:21]=[CH:22][C:23]3[N:11]([CH2:9][CH3:10])[C:12]4[C:17]([C:18]=3[CH:19]=2)=[CH:16][CH:15]=[CH:14][CH:13]=4)[CH:6]=[CH:5][CH:4]=[CH:3][CH:2]=1. Reported procedure: Phenylhydrazine (0.1 mole, commercially available from Aldrich, Milwaukee, Wis.) and 9-ethyl-3-carbazolecarboxaldehyde (0.1 mole, available from Aldrich Chemical, Milwaukee, Wis.) were dissolved in 100 ml of isopropanol in 250 ml 3-neck round bottom flask equipped with a reflux condenser and a mechanical stirrer. The solution was refluxed for 2 hours. Thin layer chromatography indicated the disappearance of the starting materials. At the end of the reaction, the mixture was cooled to room temper... The reactants are BrC=1C=CC(=C(C#N)C1)C(=O)N1CCN(CC1)C1=NC=C(C=C1C)C1CC1 (5-bromo-2-[4-(5-cyclopropyl-3-methylpyridin-2-yl)piperazine-1-carbonyl]benzonitrile), S1(NCCCC1)(=O)=O ([1,2]thiazinane 1,1-dioxide). Product: C1(CC1)C=1C=C(C(=NC1)N1CCN(CC1)C(=O)C1=C(C#N)C=C(C=C1)N1S(CCCC1)(=O)=O)C (2-[4-(5-cyclopropyl-3-methylpyridin-2-yl)piperazine-1-carbonyl]-5-(1,1-dioxo-1λ6-[1,2]thiazinan-2-yl)benzonitrile). Yield: 66.1%. Reaction SMILES: Br[C:2]1[CH:3]=[CH:4][C:5]([C:10]([N:12]2[CH2:17][CH2:16][N:15]([C:18]3[C:23]([CH3:24])=[CH:22][C:21]([CH:25]4[CH2:27][CH2:26]4)=[CH:20][N:19]=3)[CH2:14][CH2:13]2)=[O:11])=[C:6]([CH:9]=1)[C:7]#[N:8].[S:28]1(=[O:35])(=[O:34])[CH2:33][CH2:32][CH2:31][CH2:30][NH:29]1>>[CH:25]1([C:21]2[CH:22]=[C:23]([CH3:24])[C:18]([N:15]3[CH2:16][CH2:17][N:12]([C:10]([C:5]4[CH:4]=[CH:3][C:2]([N:29]5[CH2:30][CH2:31][CH2:32][CH2:33][S:28]5(=[O:35])=[O:34])=[CH:9][C:6]=4[C:7]#[N:8])=[O:11])[CH2:13][CH2:14]3)=[N:19][CH:20]=2)[CH2:27][CH2:26]1. Reported procedure: Using 5-bromo-2-[4-(5-cyclopropyl-3-methylpyridin-2-yl)piperazine-1-carbonyl]benzonitrile (425 mg) described in Preparation Example 189 and [1,2]thiazinane 1,1-dioxide (176 mg) and by the reaction and treatment in the same manner as in Example 262, the title compound (317 mg) was obtained. Starting materials: N1CCCC1 (pyrrolidine), O1C2CC3=CC=CC=C3C21 (2,3-epoxy-indane), [Cl-].[Na+] (sodium chloride), [OH-].[Na+] (sodium hydroxide). Solvent: O (water), O (water). The product is N1(CCCC1)C1C(CC2=CC=CC=C12)O (2,3-dihydro-1-(1-pyrrolidinyl)-1H inden-2-ol). As a reaction SMILES: [NH:1]1[CH2:5][CH2:4][CH2:3][CH2:2]1.[Cl-].[Na+].[OH-].[Na+].[O:10]1[CH:19]2[CH:11]1[CH2:12][C:13]1[C:18]2=[CH:17][CH:16]=[CH:15][CH:14]=1>O>[N:1]1([CH:12]2[C:13]3[C:18](=[CH:17][CH:16]=[CH:15][CH:14]=3)[CH2:19][CH:11]2[OH:10])[CH2:5][CH2:4][CH2:3][CH2:2]1 |f:1.2,3.4|. Reported procedure: 10.8 ml of pyrrolidine in 6.75 g of 2,3-epoxy-indane [described by Mousseron et al. Bulletin de la, Societe Chimique de France, 1946, p. 629-630] in 10.8 ml of demineralized water. The temperature rose to 65° C. and the solution was stirred for 90 minutes at this temperature and 20 ml of demineralized water were added when the reaction was finished. Excess pyrrolidine was distilled off under reduced pressure to obtain an oily phase and an aqueous phase. These are saturated with sodium chloride a... The product is COCCN1C(=O)C(C)SC1c1cccnc1. RXN SMILES: [CH3:1][I:2].[CH3:21][N:22]([CH3:23])[CH:24]=[O:25].[H-:19].[Na+:20].[OH:3][CH2:4][CH2:5][N:6]1[CH:7]([c:13]2[cH:14][n:15][cH:16][cH:17][cH:18]2)[S:8][CH:9]([CH3:12])[C:10]1=[O:11]>>[CH3:1][O:3][CH2:4][CH2:5][N:6]1[CH:7]([c:13]2[cH:14][n:15][cH:16][cH:17][cH:18]2)[S:8][CH:9]([CH3:12])[C:10]1=[O:11]. Reactants: CI, CN(C)C=O, [H-], [Na+], CC1SC(c2cccnc2)N(CCO)C1=O.